This data is from the Open Reaction Database (ORD), a public repository of structured organic reaction records. The task is: describe an organic reaction: reactants, conditions, products, and yield Reactants: COC1=CC(=NC=N1)C#N (6-methoxypyrimidine-4-carbonitrile), solution, C1(CC1)[Mg]Br (cyclopropylmagnesium bromide), Cl (Hydrochloric acid), C(O)([O-])=O.[Na+] (sodium hydrogen carbonate). The solvent is C1CCOC1 (THF), C1CCOC1 (THF). Run at temperature 0 celsius, time 1 hour. Product: crude product, C1(CC1)C(=O)C1=NC=NC(=C1)OC (cyclopropyl(6-methoxypyrimidin-4-yl)methanone). Reaction SMILES: [CH3:1][O:2][C:3]1[N:8]=[CH:7][N:6]=[C:5]([C:9]#N)[CH:4]=1.[CH:11]1([Mg]Br)[CH2:13][CH2:12]1.Cl.C(=O)([O-])[OH:18].[Na+]>C1COCC1>[CH:11]1([C:9]([C:5]2[CH:4]=[C:3]([O:2][CH3:1])[N:8]=[CH:7][N:6]=2)=[O:18])[CH2:13][CH2:12]1 |f:3.4|. Reported procedure: Under a nitrogen atmosphere, to a solution of 6-methoxypyrimidine-4-carbonitrile (6.00 g) in THF (120 mL) was added dropwise a 0.52 M solution of cyclopropylmagnesium bromide in THF (215 mL) at 0° C., and the mixture was stirred at 0° C. for 1 hr. 6N Hydrochloric acid (60 mL) was added to the reaction mixture at 0° C., and the mixture was stirred at room temperature for 15 min. The reaction mixture was neutralized with sodium hydrogen carbonate (35.0 g), and extracted with ethyl acetate. The ext... Starting materials: Cl (hydrochloric acid), CCN=C=NCCCN(C)C.Cl (WSC hydrochloride), N[C@@H]1[C@@H](CN(CC1)C(=O)OC(C)(C)C)OC (tert-butyl cis(±)-4-amino-3-methoxypiperidine-1-carboxylate), ClC=1N=C(NC1CC)C(=O)OCC (ethyl 4-chloro-5-ethyl-1H-imidazole-2-carboxylate). Reagents/catalysts: CN(C)C=1C=CN=CC1 (DMAP). Solvent: CC(=O)N(C)C (DMA). Conditions: time 3 hour. Yields the product ClC=1N=C(NC1CC)C(=O)N[C@@H]1[C@@H](CN(CC1)C(=O)OC(C)(C)C)OC (tert-Butyl cis(±)-4-{[(4-chloro-5-ethyl-1H-imidazol-2-yl)carbonyl]amino}-3-methoxypiperidine-1-carboxylate). Yield: 61.7%. RXN SMILES: CCN=C=NCCCN(C)C.Cl.[NH2:13][C@H:14]1[CH2:19][CH2:18][N:17]([C:20]([O:22][C:23]([CH3:26])([CH3:25])[CH3:24])=[O:21])[CH2:16][C@H:15]1[O:27][CH3:28].[Cl:29][C:30]1[N:31]=[C:32]([C:37](OCC)=[O:38])[NH:33][C:34]=1[CH2:35][CH3:36].Cl>CN(C1C=CN=CC=1)C.CC(N(C)C)=O>[Cl:29][C:30]1[N:31]=[C:32]([C:37]([NH:13][C@H:14]2[CH2:19][CH2:18][N:17]([C:20]([O:22][C:23]([CH3:24])([CH3:25])[CH3:26])=[O:21])[CH2:16][C@H:15]2[O:27][CH3:28])=[O:38])[NH:33][C:34]=1[CH2:35][CH3:36] |f:0.1|. Procedure: WSC hydrochloride (580 mg, 3.02 mmol) and DMAP (125 mg, 1.02 mmol) were added to a solution of tert-butyl cis(±)-4-amino-3-methoxypiperidine-1-carboxylate obtained in Example (1e) (230 mg, 0.99 mmol) and ethyl 4-chloro-5-ethyl-1H-imidazole-2-carboxylate obtained in Example (1d) (85 mg, 0.49 mmol) in DMA (5 mL), and the mixture was stirred at room temperature for three hours. Dilute hydrochloric acid was added to the reaction solution, followed by extraction with ethyl acetate. Then, the organic ... The reactants are CCCC(Br)(CCC)C(=O)OCC, CC#N. The product is CCC=C(CCC)C(=O)OCC. Reaction SMILES: [CH2:1]([CH3:2])[O:3][C:4]([C:5]([CH2:6][CH2:7][CH3:8])([CH2:9][CH2:10][CH3:11])[Br:12])=[O:13].[CH3:14][C:15]#[N:16]>>[CH2:1]([CH3:2])[O:3][C:4]([C:5](=[CH:6][CH2:7][CH3:8])[CH2:9][CH2:10][CH3:11])=[O:13]. The reactants are ClC1=C(C=CC(=C1CO)Cl)N1C(=CC=C1)CNC(\C=C\C=1C=NC(=CC1)\C=C\C1=CC=NC=C1)=O (1-(2,4-dichloro-3-hydroxymethylphenyl)-2-[(E)-3-[6-[(E)-2-(pyridin-4-yl)vinyl]pyridin-3-yl]acryloylaminomethyl]pyrrole), CS(=O)(=O)Cl (methanesulfonyl chloride), BrC1=C(N=C2N1C=CC=C2O)C (3-bromo-8-hydroxy-2-methylimidazo[1,2-a]-pyridine), C([O-])([O-])=O.[K+].[K+] (potassium carbonate). Run in CN(C=O)C (N,N-dimethylformamide), C(C)N(CC)CC (triethylamine), O (Water). Reaction conditions: time 30 minute. Yields the product BrC1=C(N=C2N1C=CC=C2OCC=2C(=C(C=CC2Cl)N2C(=CC=C2)CNC(\C=C\C=2C=NC(=CC2)\C=C\C2=CC=NC=C2)=O)Cl)C (1-[3-(3-bromo-2-methylimidazo[1,2-a]pyridin-8-yloxymethyl)-2,4-dichlorophenyl]-2-[(E)-3-[6-[(E)-2-(pyridin-4-yl)vinyl]-pyridin-3-yl]acryloylaminomethyl]pyrrole). Yield: 76.9%. As a reaction SMILES: [Cl:1][C:2]1[C:7]([CH2:8][OH:9])=[C:6]([Cl:10])[CH:5]=[CH:4][C:3]=1[N:11]1[CH:15]=[CH:14][CH:13]=[C:12]1[CH2:16][NH:17][C:18](=[O:35])/[CH:19]=[CH:20]/[C:21]1[CH:22]=[N:23][C:24](/[CH:27]=[CH:28]/[C:29]2[CH:34]=[CH:33][N:32]=[CH:31][CH:30]=2)=[CH:25][CH:26]=1.CS(Cl)(=O)=O.[Br:41][C:42]1[N:46]2[CH:47]=[CH:48][CH:49]=[C:50](O)[C:45]2=[N:44][C:43]=1[CH3:52].C(=O)([O-])[O-].[K+].[K+]>CN(C)C=O.O.C(N(CC)CC)C>[Br:41][C:42]1[N:46]2[CH:47]=[CH:48][CH:49]=[C:50]([O:9][CH2:8][C:7]3[C:2]([Cl:1])=[C:3]([N:11]4[CH:15]=[CH:14][CH:13]=[C:12]4[CH2:16][NH:17][C:18](=[O:35])/[CH:19]=[CH:20]/[C:21]4[CH:22]=[N:23][C:24](/[CH:27]=[CH:28]/[C:29]5[CH:30]=[CH:31][N:32]=[CH:33][CH:34]=5)=[CH:25][CH:26]=4)[CH:4]=[CH:5][C:6]=3[Cl:10])[C:45]2=[N:44][C:43]=1[CH3:52] |f:3.4.5|. Procedure: To a solution of 1-(2,4-dichloro-3-hydroxymethylphenyl)-2-[(E)-3-[6-[(E)-2-(pyridin-4-yl)vinyl]pyridin-3-yl]acryloylaminomethyl]pyrrole (70 mg) and triethylamine (28 mg) in N,N-dimethylformamide (1 ml) was added methanesulfonyl chloride (16.7 mg) under ice-cooling, and the mixture was stirred for 30 minutes at the same temperature. To the mixture were added 3-bromo-8-hydroxy-2-methylimidazo[1,2-a]-pyridine (31.4 mg) and potassium carbonate (95.7 mg) at ambient temperature, and the mixture was st... The reactants are COC(=O)C=1C(=NC2=C(C=C(C=C2C1C1=CC=CC=C1)CC)C)Cl (2-Chloro-6-ethyl-8-methyl-4-phenyl-quinoline-3-carboxylic acid methyl ester), C(C)NC (ethyl-methyl-amine). The product is C(C)C=1C=C2C(=C(C(=NC2=C(C1)C)N(C)CC)C(=O)O)C1=CC=CC=C1 (6-Ethyl-2-(ethyl-methyl-amino)-8-methyl-4-phenyl-quinoline-3-carboxylic acid). Reaction SMILES: C[O:2][C:3]([C:5]1[C:6](Cl)=[N:7][C:8]2[C:13]([C:14]=1[C:15]1[CH:20]=[CH:19][CH:18]=[CH:17][CH:16]=1)=[CH:12][C:11]([CH2:21][CH3:22])=[CH:10][C:9]=2[CH3:23])=[O:4].[CH2:25]([NH:27][CH3:28])[CH3:26]>>[CH2:21]([C:11]1[CH:12]=[C:13]2[C:8](=[C:9]([CH3:23])[CH:10]=1)[N:7]=[C:6]([N:27]([CH2:25][CH3:26])[CH3:28])[C:5]([C:3]([OH:2])=[O:4])=[C:14]2[C:15]1[CH:20]=[CH:19][CH:18]=[CH:17][CH:16]=1)[CH3:22]. Reported procedure: The title compound was prepared in analogy to example 54 step F from 2-chloro-6-ethyl-8-methyl-4-phenyl-quinoline-3-carboxylic acid methyl ester (prepared as described in example 54 step E) and ethyl-methyl-amine. Light brown solid. MS (ESI): 349.3 (M+H)+. Reactants: Cl.Cl.NC1=CC(=C(C(=O)NCC2CCNCC2)C=C1Cl)OC (4-Amino-5-chloro-2-methoxy-N-(piperidin-4-ylmethyl)benzamide dihydrochloride), C([O-])([O-])=O.[K+].[K+] (potassium carbonate), BrCCCCCC(=O)C1=CC=C(C=C1)F (6-bromo-1-(4-fluorophenyl)-1-hexanone). Product: NC1=CC(=C(C(=O)NCC2CCN(CC2)CCCCCC(=O)C2=CC=C(C=C2)F)C=C1Cl)OC (4-amino-5-chloro-N-((1-(6-(4-fluorophenyl)-6-oxohexyl)piperidin-4-yl)methyl)-2-methoxybenzamide). The yield is 50.4%. Reaction SMILES: Cl.Cl.[NH2:3][C:4]1[C:19]([Cl:20])=[CH:18][C:7]([C:8]([NH:10][CH2:11][CH:12]2[CH2:17][CH2:16][NH:15][CH2:14][CH2:13]2)=[O:9])=[C:6]([O:21][CH3:22])[CH:5]=1.C(=O)([O-])[O-].[K+].[K+].Br[CH2:30][CH2:31][CH2:32][CH2:33][CH2:34][C:35]([C:37]1[CH:42]=[CH:41][C:40]([F:43])=[CH:39][CH:38]=1)=[O:36]>>[NH2:3][C:4]1[C:19]([Cl:20])=[CH:18][C:7]([C:8]([NH:10][CH2:11][CH:12]2[CH2:13][CH2:14][N:15]([CH2:30][CH2:31][CH2:32][CH2:33][CH2:34][C:35]([C:37]3[CH:38]=[CH:39][C:40]([F:43])=[CH:41][CH:42]=3)=[O:36])[CH2:16][CH2:17]2)=[O:9])=[C:6]([O:21][CH3:22])[CH:5]=1 |f:0.1.2,3.4.5|. Reported procedure: 4-Amino-5-chloro-2-methoxy-N-(piperidin-4-ylmethyl)benzamide dihydrochloride (1.5 g) as starting compound, potassium carbonate (2.5 g) and 6-bromo-1-(4-fluorophenyl)-1-hexanone (1.3 g) were reacted and treated in the same manner as in Example 172 to give 1.0 g of 4-amino-5-chloro-N-((1-(6-(4-fluorophenyl)-6-oxohexyl)piperidin-4-yl)methyl)-2-methoxybenzamide. Reactants: BrC1C(C2=CC=CC=C2C1)=O (2-bromo-1-indanone), Cl.N1(C=NC=C1)CCC(N)=S (3-(1-imidazolyl)propanethioamide hydrochloride). Product: N1(C=NC=C1)CCC=1SC2=C(N1)C=1C=CC=CC1C2 (2-[2-(1-Imidazolyl)ethyl]-8H-indeno[1,2-d]thiazole). RXN SMILES: Br[CH:2]1[CH2:10][C:9]2[C:4](=[CH:5][CH:6]=[CH:7][CH:8]=2)[C:3]1=O.Cl.[N:13]1([CH2:18][CH2:19][C:20](=[S:22])[NH2:21])[CH:17]=[CH:16][N:15]=[CH:14]1>>[N:13]1([CH2:18][CH2:19][C:20]2[S:22][C:2]3[CH2:10][C:9]4[CH:8]=[CH:7][CH:6]=[CH:5][C:4]=4[C:3]=3[N:21]=2)[CH:17]=[CH:16][N:15]=[CH:14]1 |f:1.2|. Procedure: Starting compounds: 2-bromo-1-indanone, 3-(1-imidazolyl)propanethioamide hydrochloride Reactants: C(CO)(=O)O (glycolic acid), C(CN)N (ethylenediamine), C(CC)(=O)O (propionic acid), C(CO)(=O)[O-] (glycolate). Run in aqueous solution. Conditions: temperature 15 celsius, time 4 hour. The product is C(C=O)(=O)[O-] (glyoxylate), C(C(=O)[O-])(=O)[O-] (oxalate), C(=O)[O-] (formate). As a reaction SMILES: [C:1]([OH:5])(=[O:4])[CH2:2][OH:3].C(N)CN.[C:10]([OH:14])(=[O:13])CC.[C:15]([O-:19])(=[O:18])[CH2:16][OH:17]>>[C:1]([O-:5])(=[O:4])[CH:2]=[O:3].[C:16]([O-:13])(=[O:17])[C:15]([O-:19])=[O:18].[CH:10]([O-:14])=[O:13]. Reported procedure: Into a 3 ounce Fischer-Porter glass aerosol reaction vessel were placed a magnetic stirring bar and 10 mL of an aqueous solution containing glycolic acid (250 mM), ethylenediamine (EDA) (330 mM), FMN (0.01 mM), propionic acid (HPLC internal standard, 75 mM), glycolate oxidase (GAO) (from spinach; 2.0 IU/mL), and catalase (from Aspergillus niger; 1400 IU/mL). The final pH of this solution was 8.9. The reaction vessel was sealed and the reaction mixture was cooled to 15° C., then the vessel was fl... The reactants are [Ag+], N#Cc1cc([N+](=O)[O-])ccc1Cl, O=[N+]([O-])[O-], OCCNCCO. The product is N#Cc1cc([N+](=O)[O-])ccc1N(CCO)CCO. As a reaction SMILES: [Ag+:24].[Cl:1][c:2]1[c:3]([C:4]#[N:5])[cH:6][c:7]([N+:10](=[O:11])[O-:12])[cH:8][cH:9]1.[N+:20]([O-:21])([O-:22])=[O:23].[OH:13][CH2:14][CH2:15][NH:16][CH2:17][CH2:18][OH:19]>>[c:2]1([N:16]([CH2:15][CH2:14][OH:13])[CH2:17][CH2:18][OH:19])[c:3]([C:4]#[N:5])[cH:6][c:7]([N+:10](=[O:11])[O-:12])[cH:8][cH:9]1. Reactants: FC(C=1C=C(CN(C(C)=O)C2C3=C(NCCC2)C(=CC(=C3)C(F)(F)F)C)C=C(C1)C(F)(F)F)(F)F (N-(3,5-Bis-trifluoromethyl-benzyl)-N-(9-methyl-7-trifluoromethyl-2,3,4,5-tetrahydro-1H-benzo[b]azepin-5-yl)-acetamide), C(C)(C)OC(=O)N1CCCC(C2=C1C=1CCCC1C(=C2)Br)N(CC2=CC(=CC(=C2)C(F)(F)F)C(F)(F)F)C(C)=O ((+/−)-6-[Acetyl-(3,5-bis-trifluoromethyl-benzyl)-amino]-4-bromo-2,3,6,7,8,9-hexahydro-1H-10-aza-cyclohepta[e]indene-10-carboxylic acid isopropyl ester). The product is C(C)(C)OC(=O)N1CCCC(C2=C1C=1CCCC1C(=C2)C)N(CC2=CC(=CC(=C2)C(F)(F)F)C(F)(F)F)C(C)=O ((+/−)-6-[Acetyl-(3,5-bis-trifluoromethyl-benzyl)-amino]-4-methyl-2,3,6,7,8,9-hexahydro-1H-10-aza-cyclohepta[e]indene-10-carboxylic acid isopropyl ester). RXN SMILES: F[C:2](F)(F)C1C=C(C=C(C(F)(F)F)C=1)CN(C1CCCNC2C(C)=CC(C(F)(F)F)=CC1=2)C(=O)C.[CH:36]([O:39][C:40]([N:42]1[C:48]2[C:49]3[CH2:50][CH2:51][CH2:52][C:53]=3[C:54](Br)=[CH:55][C:47]=2[CH:46]([N:57]([C:73](=[O:75])[CH3:74])[CH2:58][C:59]2[CH:64]=[C:63]([C:65]([F:68])([F:67])[F:66])[CH:62]=[C:61]([C:69]([F:72])([F:71])[F:70])[CH:60]=2)[CH2:45][CH2:44][CH2:43]1)=[O:41])([CH3:38])[CH3:37]>>[CH:36]([O:39][C:40]([N:42]1[C:48]2[C:49]3[CH2:50][CH2:51][CH2:52][C:53]=3[C:54]([CH3:2])=[CH:55][C:47]=2[CH:46]([N:57]([C:73](=[O:75])[CH3:74])[CH2:58][C:59]2[CH:64]=[C:63]([C:65]([F:68])([F:67])[F:66])[CH:62]=[C:61]([C:69]([F:72])([F:71])[F:70])[CH:60]=2)[CH2:45][CH2:44][CH2:43]1)=[O:41])([CH3:38])[CH3:37]. Procedure: The titled compound was prepared in a manner analogous to the procedure for the preparation of N-(3,5-Bis-trifluoromethyl-benzyl)-N-(9-methyl-7-trifluoromethyl-2,3,4,5-tetrahydro-1H-benzo[b]azepin-5-yl)-acetamide (example 123, step 3) by replacing N-(3,5-Bis-trifluoromethyl-benzyl)-N-(9-bromo-7-trifluoromethyl-2,3,4,5-tetrahydro-1H-benzo[b]azepin-5-yl)-acetamide with (+/−)-6-[Acetyl-(3,5-bis-trifluoromethyl-benzyl)-amino]-4-bromo-2,3,6,7,8,9-hexahydro-1H-10-aza-cyclohepta[e]indene-10-carboxylic ...